This data is from the Open Reaction Database (ORD), a public repository of structured organic reaction records. The task is: describe an organic reaction: reactants, conditions, products, and yield Product: C=CC(CC(O)C(CC1CCCCC1)NC(=O)C(Cc1c[nH]cn1)NC(=O)C(CC(N)=O)NCc1ccccc1)C(C)C. The reactants are NC(=O)CC(NCc1ccccc1)C(=O)O, CC#N, CN(C)C=O, [Cl-], C=CC(CC(O)C(CC1CCCCC1)NC(=O)C(N)Cc1c[nH]cn1)C(C)C, [NH4+]. RXN SMILES: [CH2:1]([c:2]1[cH:3][cH:4][cH:5][cH:6][cH:7]1)[NH:8][CH:9]([CH2:10][C:11]([NH2:12])=[O:13])[C:14](=[O:15])[OH:16].[CH3:45][C:46]#[N:47].[CH3:50][N:51]([CH3:52])[CH:53]=[O:54].[Cl-:48].[NH2:17][CH:18]([C:19](=[O:20])[NH:21][CH:22]([CH:23]([CH2:24][CH:25]([CH:26]=[CH2:27])[CH:28]([CH3:29])[CH3:30])[OH:31])[CH2:32][CH:33]1[CH2:34][CH2:35][CH2:36][CH2:37][CH2:38]1)[CH2:39][c:40]1[n:41][cH:42][nH:43][cH:44]1.[NH4+:49]>>[CH2:1]([c:2]1[cH:3][cH:4][cH:5][cH:6][cH:7]1)[NH:8][CH:9]([CH2:10][C:11]([NH2:12])=[O:13])[C:14](=[O:16])[NH:17][CH:18]([C:19](=[O:20])[NH:21][CH:22]([CH:23]([CH2:24][CH:25]([CH:26]=[CH2:27])[CH:28]([CH3:29])[CH3:30])[OH:31])[CH2:32][CH:33]1[CH2:34][CH2:35][CH2:36][CH2:37][CH2:38]1)[CH2:39][c:40]1[n:41][cH:42][nH:43][cH:44]1.